From a dataset of the Open Reaction Database (ORD), a public repository of structured organic reaction records. describe an organic reaction: reactants, conditions, products, and yield Reactants: CCOC(=O)N=NC(=O)OCC, c1ccc(P(c2ccccc2)c2ccccc2)cc1, OCC(O)C(c1ccccc1)c1ccccc1, c1ccccc1. Yields the product c1ccc(C(c2ccccc2)C2CO2)cc1. As a reaction SMILES: [O:37]=[C:38]([O:39][CH2:40][CH3:41])[N:42]=[N:43][C:44]([O:45][CH2:46][CH3:47])=[O:48].[c:18]1([P:19]([c:20]2[cH:21][cH:22][cH:23][cH:24][cH:25]2)[c:26]2[cH:27][cH:28][cH:29][cH:30][cH:31]2)[cH:32][cH:33][cH:34][cH:35][cH:36]1.[c:1]1([CH:7]([CH:8]([CH2:9][OH:10])[OH:11])[c:12]2[cH:13][cH:14][cH:15][cH:16][cH:17]2)[cH:2][cH:3][cH:4][cH:5][cH:6]1.[cH:49]1[cH:50][cH:51][cH:52][cH:53][cH:54]1>>[c:1]1([CH:7]([CH:8]2[CH2:9][O:11]2)[c:12]2[cH:13][cH:14][cH:15][cH:16][cH:17]2)[cH:2][cH:3][cH:4][cH:5][cH:6]1. The reactants are Cl (hydrochloride), CS(=O)(=O)C1=CC=C(C=C1)C1=CSC2=C1N=CN=C2NC2CCN(CC2)C(=O)OC(C)(C)C (tert-butyl 4-(7-(4-methanesulfonyl-phenyl)thieno[3,2-d]pyrimidin-4-ylamino)piperidin-1-carboxylate), IC (iodomethane), [H-].[Na+] (NaH). Solvent: CN(C=O)C (N,N-dimethylformamide). Reaction conditions: temperature 50 celsius, time 0.5 hour. Product: CN(C1CCN(CC1)C(=O)OC(C)(C)C)C=1C2=C(N=CN1)C(=CS2)C2=CC=C(C=C2)S(=O)(=O)C (tert-butyl 4-(methyl(7-(4-methanesulfonyl-phenyl)thieno[3,2-d]pyrimidin-4-yl)amino)piperidin-1-carboxylate). Yield: 72.3%. As a reaction SMILES: [CH3:1][S:2]([C:5]1[CH:10]=[CH:9][C:8]([C:11]2[C:15]3[N:16]=[CH:17][N:18]=[C:19]([NH:20][CH:21]4[CH2:26][CH2:25][N:24]([C:27]([O:29][C:30]([CH3:33])([CH3:32])[CH3:31])=[O:28])[CH2:23][CH2:22]4)[C:14]=3[S:13][CH:12]=2)=[CH:7][CH:6]=1)(=[O:4])=[O:3].[H-].[Na+].I[CH3:37].Cl>CN(C)C=O>[CH3:37][N:20]([C:19]1[C:14]2[S:13][CH:12]=[C:11]([C:8]3[CH:7]=[CH:6][C:5]([S:2]([CH3:1])(=[O:4])=[O:3])=[CH:10][CH:9]=3)[C:15]=2[N:16]=[CH:17][N:18]=1)[CH:21]1[CH2:22][CH2:23][N:24]([C:27]([O:29][C:30]([CH3:33])([CH3:32])[CH3:31])=[O:28])[CH2:25][CH2:26]1 |f:1.2|. Procedure details: 54 mg (0.11 mmol) of tert-butyl 4-(7-(4-methanesulfonyl-phenyl)thieno[3,2-d]pyrimidin-4-ylamino)piperidin-1-carboxylate obtained in Example 109 was dissolved in 2 ml of N,N-dimethylformamide, and 3.4 mg (0.143 mmol) of NaH was added thereto. After 0.5 hr, 10 μl (0.143 mmol) of iodomethane was dropwise added to the mixture at room temperature, heated to 50° C. and stirred for 3 hr. The resulting mixture was neutralized with 1 N aqueous hydrochloride, and extracted twice with ethyl acetate. The or...